The task is: describe an organic reaction: reactants, conditions, products, and yield. This data is from the Open Reaction Database (ORD), a public repository of structured organic reaction records. The reactants are ICC=1N=C(OC1CC)C1=CC(=CC=C1)OC (4-iodomethyl-5-ethyl-2-(3-methoxyphenyl)oxazole), O[C@@H]1C[C@@H](CCC1)COC(C(=O)OC(C)(C)C)(C)C (tert-butyl 2-((1R,3S)-3-hydroxycyclohexylmethoxy)-2-methylpropionate), [H-].[Na+] (sodium hydride), C(C)(=O)OCC (Ethyl acetate). The solvent is CC(C)(C)OC (MTBE), CC(C)(C)OC (MTBE), CC(C)(C)OC (MTBE), CC(C)(C)OC (MTBE). Yields the product C(C)C1=C(N=C(O1)C1=CC(=CC=C1)OC)CO[C@@H]1C[C@@H](CCC1)COC(C(=O)OC(C)(C)C)(C)C (tert-Butyl 2-{(1R ,3S)-3-[5-ethyl-2-(3-methoxyphenyl)oxazol-4-ylmethoxy]-cyclohexylmethoxy}-2-methylpropionate). RXN SMILES: [OH:1][C@H:2]1[CH2:7][CH2:6][CH2:5][C@@H:4]([CH2:8][O:9][C:10]([CH3:19])([CH3:18])[C:11]([O:13][C:14]([CH3:17])([CH3:16])[CH3:15])=[O:12])[CH2:3]1.[H-].[Na+].I[CH2:23][C:24]1[N:25]=[C:26]([C:31]2[CH:36]=[CH:35][CH:34]=[C:33]([O:37][CH3:38])[CH:32]=2)[O:27][C:28]=1[CH2:29][CH3:30].C(OCC)(=O)C>CC(OC)(C)C>[CH2:29]([C:28]1[O:27][C:26]([C:31]2[CH:36]=[CH:35][CH:34]=[C:33]([O:37][CH3:38])[CH:32]=2)=[N:25][C:24]=1[CH2:23][O:1][C@H:2]1[CH2:7][CH2:6][CH2:5][C@@H:4]([CH2:8][O:9][C:10]([CH3:19])([CH3:18])[C:11]([O:13][C:14]([CH3:17])([CH3:16])[CH3:15])=[O:12])[CH2:3]1)[CH3:30] |f:1.2|. Procedure: 200 mg of tert-butyl 2-((1R,3S)-3-hydroxycyclohexylmethoxy)-2-methylpropionate are added dropwise as solution in MTBE to a suspension of 65 mg of sodium hydride (60% by weight in mineral oil) in 10 ml of MTBE. After gas evolution ceases, 503 mg of 4-iodomethyl-5-ethyl-2-(3-methoxyphenyl)oxazole are added as solution in MTBE, and the suspension is heated under reflux overnight. Ethyl acetate (MTBE can also be used) is added to the reaction mixture, and the mixture is washed with water and saturat... Starting materials: [BH4-], CO, [Na+], O=Cc1ccc2occ(-c3nnn[nH]3)c(=O)c2c1. Product: O=c1c(-c2nnn[nH]2)coc2ccc(CO)cc12. RXN SMILES: [BH4-:19].[CH3:21][OH:22].[Na+:20].[nH:1]1[n:2][n:3][n:4][c:5]1-[c:6]1[cH:7][o:8][c:9]2[cH:10][cH:11][c:12]([CH:17]=[O:18])[cH:13][c:14]2[c:15]1=[O:16]>>[n:1]1[n:2][n:3][nH:4][c:5]1-[c:6]1[cH:7][o:8][c:9]2[cH:10][cH:11][c:12]([CH2:17][OH:18])[cH:13][c:14]2[c:15]1=[O:16]. Procedure details: To a solution of ethyl N-acetyl-(±)-α-methylleucinate (250.0 mg, 1.16 mmol) in 70 mL of 50 mM sodium phosphate buffer pH 7.5 is added carboxypeptidase Y from Bakers Yeast (10.4 mg of protein). After 120 h, 50% conversion is observed by HPLC (C18 column, 210 nm detection, amido acid tR =8.1 rain and amido ester tR =10.7 min). The reaction is extracted with 3×25 mL chloroform. The combined extracts are dried with magnesium sulfate and concentrated in vacuo to yield ethyl (R)-N-acetyl-α-methylleuci... Reactants: C(C)(=O)N[C@@](CC(C)C)(C(=O)OCC)C (ethyl N-acetyl-(±)-α-methylleucinate), amido ester. Reaction SMILES: [C:1]([NH:4][C@:5]([CH3:15])([C:10]([O:12][CH2:13][CH3:14])=[O:11])[CH2:6][CH:7]([CH3:9])[CH3:8])(=[O:3])[CH3:2]>P([O-])([O-])([O-])=O.[Na+].[Na+].[Na+]>[C:1]([NH:4][C@@:5]([CH3:15])([C:10]([O:12][CH2:13][CH3:14])=[O:11])[CH2:6][CH:7]([CH3:9])[CH3:8])(=[O:3])[CH3:2] |f:1.2.3.4|. Solvent: P(=O)([O-])([O-])[O-].[Na+].[Na+].[Na+] (sodium phosphate). Yield: 48.0%. Run at time 120 hour. Product: C(C)(=O)N[C@](CC(C)C)(C(=O)OCC)C (ethyl (R)-N-acetyl-α-methylleucinate). Reactants: N1=CC=CC=C1 (pyridine), COC1=CC=C(COC(=O)N2[C@@H](C[C@@H](C2)SC(C2=CC=CC=C2)(C2=CC=CC=C2)C2=CC=CC=C2)CNS(NC(=O)OCC2=CC=C(C=C2)OC)(=O)=O)C=C1 ((2S,4S)-1-p-methoxybenzyloxycarbonyl-2-p-methoxybenzyloxycarbonylsulfamoylaminomethyl-4-tritylthiopyrrolidine). Reagents/catalysts: [N+](=O)([O-])[O-].[Ag+] (silver nitrate). Solvent: O (water), ClCCl (dichloromethane), CO (methanol), O (water). Conditions: time 10 minute. Yields the product COC1=CC=C(COC(=O)N2[C@@H](C[C@@H](C2)S)CNS(NC(=O)OCC2=CC=C(C=C2)OC)(=O)=O)C=C1 ((2S,4S)-1-p-methoxybenzyloxycarbonyl-2-p-methoxybenzyloxycarbonylsulfamoylaminomethyl-4-mercaptopyrrolidine). Yield: 92.4%. Reaction SMILES: [CH3:1][O:2][C:3]1[CH:55]=[CH:54][C:6]([CH2:7][O:8][C:9]([N:11]2[CH2:15][C@@H:14]([S:16]C(C3C=CC=CC=3)(C3C=CC=CC=3)C3C=CC=CC=3)[CH2:13][C@H:12]2[CH2:36][NH:37][S:38](=[O:53])(=[O:52])[NH:39][C:40]([O:42][CH2:43][C:44]2[CH:49]=[CH:48][C:47]([O:50][CH3:51])=[CH:46][CH:45]=2)=[O:41])=[O:10])=[CH:5][CH:4]=1.N1C=CC=CC=1>ClCCl.CO.O.[N+]([O-])([O-])=O.[Ag+]>[CH3:1][O:2][C:3]1[CH:4]=[CH:5][C:6]([CH2:7][O:8][C:9]([N:11]2[CH2:15][C@@H:14]([SH:16])[CH2:13][C@H:12]2[CH2:36][NH:37][S:38](=[O:52])(=[O:53])[NH:39][C:40]([O:42][CH2:43][C:44]2[CH:45]=[CH:46][C:47]([O:50][CH3:51])=[CH:48][CH:49]=2)=[O:41])=[O:10])=[CH:54][CH:55]=1 |f:5.6|. Procedure details: To a solution of (2S,4S)-1-p-methoxybenzyloxycarbonyl-2-p-methoxybenzyloxycarbonylsulfamoylaminomethyl-4-tritylthiopyrrolidine (2.35 g: 3.13 mmole) in a mixture of dichloromethane (60 ml) and methanol (30 ml), a solution of pyridine (0.38 ml: 4.75 mmole: 1.5 eq.) and silver nitrate (0.80 g: 1.5 eq.) in water (2 ml) is added under ice cooling. The mixture is stirred for 10 minutes. The reaction mixture is poured into water and extracted with dichloromethane. The extract is dried over magnesium su...